This data is from the Open Reaction Database (ORD), a public repository of structured organic reaction records. The task is: describe an organic reaction: reactants, conditions, products, and yield Starting materials: CC(C(=O)OC)(COC)C (methyl 2,2-dimethyl-4-oxapentanoate), CP(OC)(OC)=O (dimethyl methylphosphonate), C(CCC)[Li] (n-butyl lithium), CCCCCC (hexane). Run in C1CCOC1 (THF), C1CCOC1 (THF), C(C)(=O)O (acetic acid), O (water). Run at time 30 minute. Product: CC(C(CP(OC)(OC)=O)=O)(COC)C (dimethyl 3,3-dimethyl-2-oxo-5-oxahexylphosphonate). The yield is 81.2%. RXN SMILES: [CH3:1][P:2](=[O:7])([O:5][CH3:6])[O:3][CH3:4].C([Li])CCC.CCCCCC.[CH3:19][C:20]([CH3:28])([CH2:25][O:26][CH3:27])[C:21](OC)=[O:22]>C1COCC1.O.C(O)(=O)C>[CH3:19][C:20]([CH3:28])([CH2:25][O:26][CH3:27])[C:21](=[O:22])[CH2:1][P:2](=[O:7])([O:5][CH3:6])[O:3][CH3:4]. Procedure details: To a solution of dimethyl methylphosphonate (9.62 g, 77.0 mmol) in anhydrous THF (130 ml) was added under argon atmosphere a solution of n-butyl lithium in hexane (1.62N, 47.5 ml, 77.0 mmol) at -78° C. The reaction mixture was stirred for 30 min. and a solution of methyl 2,2-dimethyl-4-oxapentanoate (4.50 g, 30.8 mmol) in anhydrous THF (15 ml) was added at -78° C. This mixture was stirred for 30 min., allowed to warm to room temperature and stirred for 30 min. The resulting solution was neutrali... The reactants are COC(=O)c1cnc2c(c1)N(Cc1ccccc1)C(=O)CO2, CO, [Li+], [OH-], O. Product: O=C(O)c1cnc2c(c1)N(Cc1ccccc1)C(=O)CO2. RXN SMILES: [CH2:1]([c:2]1[cH:3][cH:4][cH:5][cH:6][cH:7]1)[N:8]1[c:9]2[c:10]([n:15][cH:16][c:17]([C:19](=[O:20])[O:21][CH3:22])[cH:18]2)[O:11][CH2:12][C:13]1=[O:14].[CH3:26][OH:27].[Li+:24].[OH-:25].[OH2:23]>>[CH2:1]([c:2]1[cH:3][cH:4][cH:5][cH:6][cH:7]1)[N:8]1[c:9]2[c:10]([n:15][cH:16][c:17]([C:19](=[O:20])[OH:21])[cH:18]2)[O:11][CH2:12][C:13]1=[O:14].